This data is from the Open Reaction Database (ORD), a public repository of structured organic reaction records. The task is: describe an organic reaction: reactants, conditions, products, and yield The reactants are O[C@@H]1C(NCC1)=O ((S)-3-hydroxy-pyrrolidin-2-one), BrC1=CC=C(C=N1)O (6-bromo-pyridin-3-ol). The product is BrC1=CC=C(C=N1)O[C@H]1C(NCC1)=O ((R)-3-(6-Bromo-pyridin-3-yloxy)-pyrrolidin-2-one). Reaction SMILES: [OH:1][C@H:2]1[CH2:6][CH2:5][NH:4][C:3]1=[O:7].[Br:8][C:9]1[N:14]=[CH:13][C:12](O)=[CH:11][CH:10]=1>>[Br:8][C:9]1[N:14]=[CH:13][C:12]([O:1][C@@H:2]2[CH2:6][CH2:5][NH:4][C:3]2=[O:7])=[CH:11][CH:10]=1. Procedure: Typical Procedure 3 was followed. Reaction of (S)-3-hydroxy-pyrrolidin-2-one with 6-bromo-pyridin-3-ol provided the subtitle compound. MS ESI+: m/z=257 [M+H]+.